This data is from the Open Reaction Database (ORD), a public repository of structured organic reaction records. The task is: describe an organic reaction: reactants, conditions, products, and yield Reactants: ( 17 ), [N+](=O)([O-])C=1NC=CN1 (2-Nitroimidazole), Br[C@@]1(O)[C@@H](OC(C2=CC=CC=C2)=O)[C@H](OC(C2=CC=CC=C2)=O)[C@H](O1)COC(C1=CC=CC=C1)=O (1-bromo-2,3,5-tri-O-benzoyl-α-D-arabinofuranose), mercuric cyanide. Solvent: C(C)#N (acetonitrile). Conditions: time 6 hour. Yields the product C(C1=CC=CC=C1)(=O)O[C@@H]1[C@@H](O[C@@H]([C@H]1OC(C1=CC=CC=C1)=O)COC(C1=CC=CC=C1)=O)N1C(=NC=C1)[N+](=O)[O-] (1-(2,3,5-Tri-O-benzoyl-β-D-arabinofuranosyl)-2-nitroimidazole). As a reaction SMILES: [N+:1]([C:4]1[NH:5][CH:6]=[CH:7][N:8]=1)([O-:3])=[O:2].Br[C@@:10]1([O:33][C@H:32]([CH2:34][O:35][C:36](=[O:43])[C:37]2[CH:42]=[CH:41][CH:40]=[CH:39][CH:38]=2)[C@@H:22]([O:23][C:24](=[O:31])[C:25]2[CH:30]=[CH:29][CH:28]=[CH:27][CH:26]=2)[C@@H:12]1[O:13][C:14](=[O:21])[C:15]1[CH:20]=[CH:19][CH:18]=[CH:17][CH:16]=1)O>C(#N)C>[C:14]([O:13][C@H:12]1[C@H:22]([O:23][C:24](=[O:31])[C:25]2[CH:30]=[CH:29][CH:28]=[CH:27][CH:26]=2)[C@@H:32]([CH2:34][O:35][C:36](=[O:43])[C:37]2[CH:38]=[CH:39][CH:40]=[CH:41][CH:42]=2)[O:33][C@H:10]1[N:5]1[CH:6]=[CH:7][N:8]=[C:4]1[N+:1]([O-:3])=[O:2])(=[O:21])[C:15]1[CH:20]=[CH:19][CH:18]=[CH:17][CH:16]=1. Procedure details: The coupling procedure of Sakaguchi (17) (12) was modified to give a higher yield and selective formation of the β-anomer. 2-Nitroimidazole (118 mg; 1.05 mmol) was added to a stirred solution of 1-bromo-2,3,5-tri-O-benzoyl-α-D-arabinofuranose (500 mg; 0.95 mmol) and mercuric cyanide (600 mg; 2.04 mmol) in dry acetonitrile (50 mL). The mixture was stirred for 6 hours at room temperature, after which the solvent was removed under vacuum. The residue was dissolved in dichloromethane (200 mL) and fi... Reactants: CC1=C(C=CC=C1C(=O)OC)NC(=S)N (N-(2-methyl-3-methoxycarbonylphenyl)thiourea), BrBr (bromine). The solvent is ClC1=CC=CC=C1 (chlorobenzene), ClC1=CC=CC=C1 (chlorobenzene). Run at temperature 0 celsius. Product: NC=1SC2=C(N1)C(=C(C=C2)C(=O)OC)C (Methyl 2-Amino-4-methylbenzothiazole-5-carboxylate). RXN SMILES: [CH3:1][C:2]1[C:7]([C:8]([O:10][CH3:11])=[O:9])=[CH:6][CH:5]=[CH:4][C:3]=1[NH:12][C:13]([NH2:15])=[S:14].BrBr>ClC1C=CC=CC=1>[NH2:15][C:13]1[S:14][C:4]2[CH:5]=[CH:6][C:7]([C:8]([O:10][CH3:11])=[O:9])=[C:2]([CH3:1])[C:3]=2[N:12]=1. Reported procedure: 56 g of N-(2-methyl-3-methoxycarbonylphenyl)thiourea (0.25 mol) were dissolved in 2 l of chlorobenzene, and the mixture was cooled to 0° C. 40 g of bromine (0.25 mol) in 100 ml of chlorobenzene were then added dropwise. The reaction mixture was heated at 90° C. for 3 h, and the precipitate was filtered off with suction and washed with methylene chloride. The precipitate was then dissolved in ethyl acetate and extracted with sodium bicarbonate solution. After washing and drying, the product was o... Reactants: ClC1=C(C(=CC(=C1)OC)Cl)NC1=C(C=CC=C1)CC(=O)O (2-[(2,6-dichloro-4-methoxyphenyl)amino]phenylacetic acid), Cl.N1=CC=CC=C1 (pyridine hydrochloride). Solvent: ice water. Run at temperature 180 celsius. Yields the product ClC1=C(C(=CC(=C1)O)Cl)N1C(CC2=CC=CC=C12)=O (N-(2,6-dichloro-4-hydroxyphenyl) oxindole). RXN SMILES: [Cl:1][C:2]1[CH:7]=[C:6]([O:8]C)[CH:5]=[C:4]([Cl:10])[C:3]=1[NH:11][C:12]1[CH:17]=[CH:16][CH:15]=[CH:14][C:13]=1[CH2:18][C:19]([OH:21])=O.Cl.N1C=CC=CC=1>>[Cl:1][C:2]1[CH:7]=[C:6]([OH:8])[CH:5]=[C:4]([Cl:10])[C:3]=1[N:11]1[C:12]2[C:13](=[CH:14][CH:15]=[CH:16][CH:17]=2)[CH2:18][C:19]1=[O:21] |f:1.2|. Procedure: The 2-[(2,6-dichloro-4-methoxyphenyl)amino]phenylacetic acid (0.1 mol) from example 22 was added in portions to a melt of 200 g of pyridine hydrochloride (1.75 mol) at 170° C. The mixture was heated at 180° C. for 3 h and poured onto 2000 ml of ice water while hot. The precipitated product was filtered off, washed with water, and dissolved in 1000 ml of ethyl acetate. The organic phase was washed with 200 ml of 1N HCl in water (2×100 ml) and evaporated to give N-(2,6-dichloro-4-hydroxyphenyl) ox... Reactants: NC=1SC(=C(C1C#N)C)CC (2-amino-5-ethyl-4-methylthiophene-3-carbonitrile), C(C1=CC=CC=C1)(=O)N=C=O (benzoyl isocyanate). Yields the product C(#N)C1=C(SC(=C1C)CC)NC(=O)NC(C1=CC=CC=C1)=O (N-(3-Cyano-5-ethyl-4-methylthiophen-2-ylcarbamoyl)benzamide). Reaction SMILES: [NH2:1][C:2]1[S:3][C:4]([CH2:10][CH3:11])=[C:5]([CH3:9])[C:6]=1[C:7]#[N:8].[C:12]([N:20]=[C:21]=[O:22])(=[O:19])[C:13]1[CH:18]=[CH:17][CH:16]=[CH:15][CH:14]=1>>[C:7]([C:6]1[C:5]([CH3:9])=[C:4]([CH2:10][CH3:11])[S:3][C:2]=1[NH:1][C:21]([NH:20][C:12](=[O:19])[C:13]1[CH:14]=[CH:15][CH:16]=[CH:17][CH:18]=1)=[O:22])#[N:8]. Reported procedure: Prepared as in example 1a from 2-amino-5-ethyl-4-methylthiophene-3-carbonitrile (example 7b) and benzoyl isocyanate as a pale-yellow solid. MS 314 (MH+).